This data is from the Open Reaction Database (ORD), a public repository of structured organic reaction records. The task is: describe an organic reaction: reactants, conditions, products, and yield Starting materials: ClC1=CC=C(C=C1)SC1=C(N=C(N1C)C1=NC=CC=C1)C1=CC=C(C=C1)C(C(F)F)=O (1-(4-{5-[(4-chlorophenyl)thio]-1-methyl-2-pyridin-2-yl-1H-imidazol-4-yl}phenyl)-2,2-difluoroethanone), alcohol. Solvent: CCO (EtOH). The product is ClC1=CC=C(C=C1)SC1=C(N=C(N1C)C1=NC=CC=C1)C1=CC=C(C=C1)C(C(F)F)O (1-(4-{5-[(4-Chlorophenyl)thio]-1-methyl-2-pyridin-2-yl-1H-imidazol-4-yl}phenyl)-2,2-difluoroethanol). As a reaction SMILES: [Cl:1][C:2]1[CH:7]=[CH:6][C:5]([S:8][C:9]2[N:13]([CH3:14])[C:12]([C:15]3[CH:20]=[CH:19][CH:18]=[CH:17][N:16]=3)=[N:11][C:10]=2[C:21]2[CH:26]=[CH:25][C:24]([C:27](=[O:31])[CH:28]([F:30])[F:29])=[CH:23][CH:22]=2)=[CH:4][CH:3]=1>CCO>[Cl:1][C:2]1[CH:3]=[CH:4][C:5]([S:8][C:9]2[N:13]([CH3:14])[C:12]([C:15]3[CH:20]=[CH:19][CH:18]=[CH:17][N:16]=3)=[N:11][C:10]=2[C:21]2[CH:26]=[CH:25][C:24]([CH:27]([OH:31])[CH:28]([F:29])[F:30])=[CH:23][CH:22]=2)=[CH:6][CH:7]=1. Procedure details: The title compound was prepared from 1-(4-{5-[(4-chlorophenyl)thio]-1-methyl-2-pyridin-2-yl-1H-imidazol-4-yl}phenyl)-2,2-difluoroethanone (Example 56) following the procedure described for Example 55. 1H NMR (500 MHz, (CDCl3): 8.65 (d, 1H), 8.38 (d, 1H), 8.04 (d, 2H), 7.84 (t, 1H), 7.39 (d, 2H), 7.36 (t, 1H), 7.26 (d, 2H), 7.03 (d, 2H), 5.74 (dt, 1H), 4.58 (m, 1H), 4.12 (s, 3H). LCMS: m/z 458 (M+H)+. The racemic alcohol was resolved on a Chiral AD-H column (20% EtOH/80% hexanes, flow rate 1 mL/m... As a reaction SMILES: [C:34](=[O:35])([O-:36])[O-:37].[CH3:40][N:41]([CH3:42])[CH:43]=[O:44].[Cl:11][c:12]1[cH:13][c:14]([F:33])[c:15]([NH:19][C:20]([c:21]2[cH:22][c:23]([C:27]([CH3:28])([CH3:29])[C:30]#[N:31])[cH:24][cH:25][cH:26]2)=[O:32])[cH:16][c:17]1[OH:18].[Cl:1][c:2]1[n:3][cH:4][c:5]([N+:8](=[O:9])[O-:10])[cH:6][cH:7]1.[K+:38].[K+:39]>>[c:2]1([O:18][c:17]2[c:12]([Cl:11])[cH:13][c:14]([F:33])[c:15]([NH:19][C:20]([c:21]3[cH:22][c:23]([C:27]([CH3:28])([CH3:29])[C:30]#[N:31])[cH:24][cH:25][cH:26]3)=[O:32])[cH:16]2)[n:3][cH:4][c:5]([N+:8](=[O:9])[O-:10])[cH:6][cH:7]1. Yields the product CC(C)(C#N)c1cccc(C(=O)Nc2cc(Oc3ccc([N+](=O)[O-])cn3)c(Cl)cc2F)c1. The reactants are O=C([O-])[O-], CN(C)C=O, CC(C)(C#N)c1cccc(C(=O)Nc2cc(O)c(Cl)cc2F)c1, O=[N+]([O-])c1ccc(Cl)nc1, [K+], [K+]. The product is BrC1=CC(=C(C=C1)N1C=2N(C(=CC1=O)C(F)(F)F)C=CN2)F (8-(4-bromo-2-fluorophenyl)-7,8-dihydro-5-trifluoromethylimidazo[1,2-a]pyrimidin-7-one). RXN SMILES: [Br:1][C:2]1[CH:7]=[CH:6][C:5]([N:8]2[C:13](=[O:14])[CH:12]=[C:11]([C:15]([F:18])([F:17])[F:16])[N:10]=[C:9]2[NH:19][CH2:20][CH:21](OC)OC)=[C:4]([F:26])[CH:3]=1.S(=O)(=O)(O)O.[OH-].[Na+]>>[Br:1][C:2]1[CH:7]=[CH:6][C:5]([N:8]2[C:13](=[O:14])[CH:12]=[C:11]([C:15]([F:18])([F:17])[F:16])[N:10]3[CH:21]=[CH:20][N:19]=[C:9]23)=[C:4]([F:26])[CH:3]=1 |f:2.3|. Reactants: BrC1=CC(=C(C=C1)N1C(=NC(=CC1=O)C(F)(F)F)NCC(OC)OC)F (3-(4-bromo-2-fluorophenyl)-3,4-dihydro-2-((2,2-dimethoxyethyl)amino)-6-trifluoromethylpyrimidin-4-one), S(O)(O)(=O)=O (sulfuric acid), [OH-].[Na+] (sodium hydroxide). Run in ice water. Reaction conditions: time 4 hour. Procedure: 3-(4-Bromo-2-fluorophenyl)-3,4-dihydro-2-((2,2-dimethoxyethyl)amino)-6-trifluoromethylpyrimidin-4-one synthesized in Example 14 was dissolved into concentrated sulfuric acid (100 ml) under ice-cooled condition and stirred for 4 hours at room temperature. The reaction solution was poured into ice water (500 ml), neutralized with an aqueous sodium hydroxide solution under ice-cooled condition, extracted with ethyl acetate and dried on anhydrous magnesium sulfate after washing with water. The solve... Starting materials: CC(=O)OO, CSC1(NC(=O)COc2ccccc2)CNC1=O, CC(=O)O, C1COCCO1. Product: CS(=O)C1(NC(=O)COc2ccccc2)CNC1=O. Reaction SMILES: [C:19]([O:20][OH:22])(=[O:21])[CH3:23].[CH3:1][S:2][C:3]1([NH:8][C:9]([CH2:10][O:11][c:12]2[cH:13][cH:14][cH:15][cH:16][cH:17]2)=[O:18])[C:4](=[O:7])[NH:5][CH2:6]1.[CH3:30][C:31](=[O:32])[OH:33].[O:24]1[CH2:25][CH2:26][O:27][CH2:28][CH2:29]1>>[CH3:1][S:2]([C:3]1([NH:8][C:9]([CH2:10][O:11][c:12]2[cH:13][cH:14][cH:15][cH:16][cH:17]2)=[O:18])[C:4](=[O:7])[NH:5][CH2:6]1)=[O:21]. The reactants are CC(C(=O)[O-])C1CCN2C1=C(C=1C(=CC(=CC21)C=2N=NNN2)C(C)C)SC2=CC=C(C=C2)Cl ((+/−)-methyl[9-[(4-chlorophenyl)thio]-8-isopropyl-6-(2H-tetrazol-5-yl)-2,3-dihydro-1H-pyrrolo[1,2-a]indol-1-yl]acetate), C1CCOC1 (THF). Reaction conditions: time 5 minute. Yields the product CC(C(=O)[O-])C1CCN2C1=C(C=1C(=CC(=CC21)C=2N=NN(N2)C)C(C)C)SC2=CC=C(C=C2)Cl ((+/−)-methyl[9-[(4-chlorophenyl)thio]-8-isopropyl-6-(2-methyl-2H-tetrazol-5-yl)-2,3-dihydro-1H-pyrrolo[1,2-a]indol-1-yl]acetate), CC(C(=O)[O-])C1CCN2C1=C(C=1C(=CC(=CC21)C2=NN=NN2C)C(C)C)SC2=CC=C(C=C2)Cl ((+/−)-methyl[9-[(4-chlorophenyl)thio]-8-isopropyl-6-(1-methyl-1H-tetrazol-5-yl)-2,3-dihydro-1H-pyrrolo[1,2-a]indol-1-yl]acetate). As a reaction SMILES: [CH3:1][CH:2]([CH:6]1[C:10]2=[C:11]([S:26][C:27]3[CH:32]=[CH:31][C:30]([Cl:33])=[CH:29][CH:28]=3)[C:12]3[C:13]([CH:23]([CH3:25])[CH3:24])=[CH:14][C:15]([C:18]4[N:19]=[N:20][NH:21][N:22]=4)=[CH:16][C:17]=3[N:9]2[CH2:8][CH2:7]1)[C:3]([O-:5])=[O:4].[CH2:34]1COCC1>>[CH3:1][CH:2]([CH:6]1[C:10]2=[C:11]([S:26][C:27]3[CH:32]=[CH:31][C:30]([Cl:33])=[CH:29][CH:28]=3)[C:12]3[C:13]([CH:23]([CH3:24])[CH3:25])=[CH:14][C:15]([C:18]4[N:19]=[N:20][N:21]([CH3:34])[N:22]=4)=[CH:16][C:17]=3[N:9]2[CH2:8][CH2:7]1)[C:3]([O-:5])=[O:4].[CH3:1][CH:2]([CH:6]1[C:10]2=[C:11]([S:26][C:27]3[CH:32]=[CH:31][C:30]([Cl:33])=[CH:29][CH:28]=3)[C:12]3[C:13]([CH:23]([CH3:24])[CH3:25])=[CH:14][C:15]([C:18]4[N:19]([CH3:34])[N:20]=[N:21][N:22]=4)=[CH:16][C:17]=3[N:9]2[CH2:8][CH2:7]1)[C:3]([O-:5])=[O:4]. Procedure details: A solution of the compound of Step 1 in THF (10 mL) was treated with an excess of CH2N2 at 0° C. The reaction mixture was stirred for 5 minutes and the solvent removed. The residue was purified by silica gel chromatography eluted with 50% EtOAc/hexane to give 65 mg of (+/−)-methyl[9-[(4-chlorophenyl)thio]-8-isopropyl-6-(2-methyl-2H-tetrazol-5-yl)-2,3-dihydro-1H-pyrrolo[1,2-a]indol-1-yl]acetate and 150 mg of (+/−)-methyl[9-[(4-chlorophenyl)thio]-8-isopropyl-6-(1-methyl-1H-tetrazol-5-yl)-2,3-dihyd... The reactants are Cc1nc(C)c(C(=O)O)s1, CNc1ccc(Cc2nc3c([nH]2)c(=O)n(Cc2ccccc2F)c(=O)n3CC2CC2)cc1, O=C1CCC(=O)N1Cl, ClCCl, c1ccc(P(c2ccccc2)c2ccccc2)cc1. The product is Cc1nc(C)c(C(=O)N(C)c2ccc(Cc3nc4c([nH]3)c(=O)n(Cc3ccccc3F)c(=O)n4CC3CC3)cc2)s1. As a reaction SMILES: [CH3:1][c:2]1[s:3][c:4]([C:8](=[O:9])[OH:10])[c:5]([CH3:7])[n:6]1.[CH:38]1([CH2:41][n:42]2[c:43](=[O:69])[n:44]([CH2:61][c:62]3[c:63]([F:68])[cH:64][cH:65][cH:66][cH:67]3)[c:45](=[O:60])[c:46]3[nH:47][c:48]([CH2:51][c:52]4[cH:53][cH:54][c:55]([NH:58][CH3:59])[cH:56][cH:57]4)[n:49][c:50]23)[CH2:39][CH2:40]1.[Cl:30][N:31]1[C:32](=[O:33])[CH2:34][CH2:35][C:36]1=[O:37].[Cl:70][CH2:71][Cl:72].[c:11]1([P:12]([c:13]2[cH:14][cH:15][cH:16][cH:17][cH:18]2)[c:19]2[cH:20][cH:21][cH:22][cH:23][cH:24]2)[cH:25][cH:26][cH:27][cH:28][cH:29]1>>[CH3:1][c:2]1[s:3][c:4]([C:8](=[O:10])[N:58]([c:55]2[cH:54][cH:53][c:52]([CH2:51][c:48]3[nH:47][c:46]4[c:45](=[O:60])[n:44]([CH2:61][c:62]5[c:63]([F:68])[cH:64][cH:65][cH:66][cH:67]5)[c:43](=[O:69])[n:42]([CH2:41][CH:38]5[CH2:39][CH2:40]5)[c:50]4[n:49]3)[cH:57][cH:56]2)[CH3:59])[c:5]([CH3:7])[n:6]1.